Dataset: the Open Reaction Database (ORD), a public repository of structured organic reaction records. Task: describe an organic reaction: reactants, conditions, products, and yield Starting materials: CN(N=C(C1=C(C=CC=C1F)F)Cl)S(=O)(=O)C1=CC=CC=C1 (N-methyl-N-(benzenesulfonyl)-2,6-difluorobenzohydrazonoyl chloride), ClC=1C=C(C#N)C=CC1OC1=NC=C(C=C1)C(F)(F)F (3-chloro-4-(5-trifluoromethylpyridine-2-yloxy)benzonitrile), ClC1=C(C=CC=C1)Cl (o-dichlorobenzene). Reagents/catalysts: [Fe](Cl)(Cl)Cl (iron (III) chloride). Run in C(Cl)(Cl)Cl (chloroform). Reaction conditions: temperature 140 celsius, time 30 minute. Product: ClC=1C=C(C=CC1OC1=NC=C(C=C1)C(F)(F)F)C1=NC(=NN1C)C1=C(C=CC=C1F)F (5-[3-chloro-4-(5-trifluoromethylpyridine-2-yloxy)phenyl]-3(2,6-difluorophenyl)-1-methyl-1H-1,2,4-triazole). Isolated yield 53.7%. As a reaction SMILES: [CH3:1][N:2](S(C1C=CC=CC=1)(=O)=O)[N:3]=[C:4](Cl)[C:5]1[C:10]([F:11])=[CH:9][CH:8]=[CH:7][C:6]=1[F:12].[Cl:23][C:24]1[CH:25]=[C:26]([CH:29]=[CH:30][C:31]=1[O:32][C:33]1[CH:38]=[CH:37][C:36]([C:39]([F:42])([F:41])[F:40])=[CH:35][N:34]=1)[C:27]#[N:28].ClC1C=CC=CC=1Cl>C(Cl)(Cl)Cl.[Fe](Cl)(Cl)Cl>[Cl:23][C:24]1[CH:25]=[C:26]([C:27]2[N:2]([CH3:1])[N:3]=[C:4]([C:5]3[C:6]([F:12])=[CH:7][CH:8]=[CH:9][C:10]=3[F:11])[N:28]=2)[CH:29]=[CH:30][C:31]=1[O:32][C:33]1[CH:38]=[CH:37][C:36]([C:39]([F:40])([F:41])[F:42])=[CH:35][N:34]=1. Reported procedure: A mixture of N-methyl-N-(benzenesulfonyl)-2,6-difluorobenzohydrazonoyl chloride (1.72 g), 3-chloro-4-(5-trifluoromethylpyridine-2-yloxy)benzonitrile (1.50 g), anhydrous iron (III) chloride (0.85 g) and o-dichlorobenzene (10 ml) is stirred at an oil bath temperature of 140° C. for 30 minutes. After cooling, it is dissolved in chloroform (200 ml) and washed with dilute hydrochloric acid, dilute aqueous solution of sodium hydroxide and saline. Then, it is dried over anhydrous magnesium sulfate and ... Yields the product CN(C)Cc1ccc2ccc(Cl)c(CC(N)=O)c2c1. Reactants: CCOC(=O)Cc1c(Cl)ccc2ccc(CN(C)C)cc12, C[O-], CO, NC=O, [Na+], CN(C)C=O. As a reaction SMILES: [CH2:1]([O:3][C:4](=[O:2])[CH2:5][c:6]1[c:7]([Cl:20])[cH:8][cH:9][c:10]2[cH:11][cH:12][c:13]([CH2:16][N:17]([CH3:18])[CH3:19])[cH:14][c:15]12)[CH3:21].[CH3:25][O-:26].[CH3:33][OH:34].[CH:22](=[O:23])[NH2:24].[Na+:27].[O:28]=[CH:29][N:30]([CH3:31])[CH3:32]>>[O:3]=[C:4]([CH2:5][c:6]1[c:7]([Cl:20])[cH:8][cH:9][c:10]2[cH:11][cH:12][c:13]([CH2:16][N:17]([CH3:18])[CH3:19])[cH:14][c:15]12)[NH2:24]. Starting materials: O=C1CC(CCC1)C(=O)OCC (ethyl 3-oxocyclohexanecarboxylate), C(CO)O (ethylene glycol), [OH-].[Na+] (sodium hydroxide), II. Reagents/catalysts: C1(=CC=C(C=C1)S(=O)(=O)O)C (para-toluenesulfonic acid). Run in C1=CC=CC=C1 (benzene), O (water), C(C)O (ethanol). Yields the product O1CCOC12CC(CCC2)C(=O)O (1,4-Dioxaspiro[4.5]decane-7-carboxylic acid). Reaction SMILES: [O:1]=[C:2]1[CH2:7][CH2:6][CH2:5][CH:4]([C:8]([O:10]CC)=[O:9])[CH2:3]1.[CH2:13](O)[CH2:14][OH:15].[OH-].[Na+]>C1C=CC=CC=1.C(O)C.O.C1(C)C=CC(S(O)(=O)=O)=CC=1>[O:1]1[C:2]2([CH2:7][CH2:6][CH2:5][CH:4]([C:8]([OH:10])=[O:9])[CH2:3]2)[O:15][CH2:14][CH2:13]1 |f:2.3|. Reported procedure: A mixture of ethyl 3-oxocyclohexanecarboxylate (Nallet, J-P., et al, Bull. Soc. Chem. Fr., Part II, No. 3-4, pages 153-156 (1979)) (101.7 g) ethylene glycol (38.9 g) and para-toluenesulfonic acid (5.5 g) in 1000 mL of benzene is refluxed with a Dean-Stark trap for 4 hours. The solution is cooled, washed with 1N sodium hydroxide and brine, dried over magnesium sulfate, and evaporated in vacuo to give 113.1 g of a light oil which is dissolved in 1000 mL of ethanol, treated with sodium hydroxide (2... The reactants are CC1CN(CCC1)CC1=CC=CC(=N1)NC(=O)NC=1N=C(SC1)C1=CC=NC=C1 (1-[6-(3-Methyl-piperidin-1-ylmethyl)-pyridin-2-yl]-3-(2-pyridin-4-yl-thiazol-4-yl)-urea). Run in CCCCCC.CCO (hexane EtOH). Product: C[C@H]1CN(CCC1)CC1=CC=CC(=N1)NC(=O)NC=1N=C(SC1)C1=CC=NC=C1 ((R)-1-[6-(3-Methyl-piperidin-1-ylmethyl)-pyridin-2-yl]-3-(2-pyridin-4-yl-thiazol-4-yl)-urea). RXN SMILES: [CH3:1][CH:2]1[CH2:7][CH2:6][CH2:5][N:4]([CH2:8][C:9]2[N:14]=[C:13]([NH:15][C:16]([NH:18][C:19]3[N:20]=[C:21]([C:24]4[CH:29]=[CH:28][N:27]=[CH:26][CH:25]=4)[S:22][CH:23]=3)=[O:17])[CH:12]=[CH:11][CH:10]=2)[CH2:3]1>CCCCCC.CCO>[CH3:1][C@@H:2]1[CH2:7][CH2:6][CH2:5][N:4]([CH2:8][C:9]2[N:14]=[C:13]([NH:15][C:16]([NH:18][C:19]3[N:20]=[C:21]([C:24]4[CH:25]=[CH:26][N:27]=[CH:28][CH:29]=4)[S:22][CH:23]=3)=[O:17])[CH:12]=[CH:11][CH:10]=2)[CH2:3]1 |f:1.2|. Procedure details: 1-[6-(3-Methyl-piperidin-1-ylmethyl)-pyridin-2-yl]-3-(2-pyridin-4-yl-thiazol-4-yl)-urea (50 mg, 0.12 mmol, Example 78) was separated by chiral HPLC (Chiraltech Chiralcel OJ 50×4.6 mm i.d.) using hexane/EtOH/DEA (90:10:0.2) to give a white solid. MS m/z: 409.3 (M+H). Calc'd for C21H24N6OS-408.52. Starting materials: C(C=C)O[C@H]1[C@@H](OC(OC1)(C)C)C=C (trans-5-allyloxy-2,2-dimethyl-4-vinyl-[1,3]dioxane), (tricyclohexylphosphine)benzylidine ruthenium (IV) chloride. The solvent is C(Cl)Cl (CH2Cl2). The product is CC1(OC[C@H]2[C@H](O1)C=CCO2)C (trans-2,2-dimethyl-4,4a,6,8a-tetrahydro-pyrano[3,2-d][1,3]dioxine). RXN SMILES: [CH2:1]([O:4][C@@H:5]1[CH2:10][O:9][C:8]([CH3:12])([CH3:11])[O:7][C@H:6]1[CH:13]=[CH2:14])C=C>C(Cl)Cl>[CH3:12][C:8]1([CH3:11])[O:7][C@@H:6]2[CH:13]=[CH:14][CH2:1][O:4][C@H:5]2[CH2:10][O:9]1. Procedure details: To a solution of trans-5-allyloxy-2,2-dimethyl-4-vinyl-[1,3]dioxane (300 mg, 1.52 mmol) in dry CH2Cl2 (10 mL) was added bis-(tricyclohexylphosphine)benzylidine ruthenium (IV) chloride (125 mg, 0.15 mmol). The mixture was stirred at ambient temperature for ca. 8H, filtered through filter paper and concentrated in vacuo to 1 mL. The residue was purified by flash chromatography with 5% EtOAc-hexane Starting materials: BrCC1=CC(=CC=C1)C(F)(F)F (1-Bromomethyl-3-trifluoromethyl-benzene), [N-]=[N+]=[N-].[Na+] (sodium azide), BrC1=CC=C(C=C1)C1=C(C(=NO1)C)C(C#C)O (1-[5-(4-bromo-phenyl)-3-methyl-isoxazol-4-yl]-prop-2-yn-1-ol), O=C1C(O)=C([O-])[C@H](O1)[C@@H](O)CO.[Na+] (sodium ascorbate). The reagents and catalysts are O.O.O.O.O.S(=O)(=O)([O-])[O-].[Cu+2] (copper(II)sulfate pentahydrate). Solvent: CS(=O)C (DMSO). Run at time 2 hour. Product: BrC1=CC=C(C=C1)C1=C(C(=NO1)C)C(O)C=1N=NN(C1)CC1=CC(=CC=C1)C(F)(F)F ([5-(4-Bromo-phenyl)-3-methyl-isoxazol-4-yl]-[1-(3-trifluoromethyl-benzyl)-1H-[1,2,3]triazol-4-yl]-methanol). RXN SMILES: Br[CH2:2][C:3]1[CH:8]=[CH:7][CH:6]=[C:5]([C:9]([F:12])([F:11])[F:10])[CH:4]=1.[N-:13]=[N+:14]=[N-:15].[Na+].[Br:17][C:18]1[CH:23]=[CH:22][C:21]([C:24]2[O:28][N:27]=[C:26]([CH3:29])[C:25]=2[CH:30]([OH:33])[C:31]#[CH:32])=[CH:20][CH:19]=1.O=C1O[C@H]([C@H](CO)O)C([O-])=C1O.[Na+]>CS(C)=O.O.O.O.O.O.S([O-])([O-])(=O)=O.[Cu+2]>[Br:17][C:18]1[CH:19]=[CH:20][C:21]([C:24]2[O:28][N:27]=[C:26]([CH3:29])[C:25]=2[CH:30]([C:31]2[N:13]=[N:14][N:15]([CH2:2][C:3]3[CH:8]=[CH:7][CH:6]=[C:5]([C:9]([F:12])([F:11])[F:10])[CH:4]=3)[CH:32]=2)[OH:33])=[CH:22][CH:23]=1 |f:1.2,4.5,7.8.9.10.11.12.13|. Procedure: 1-Bromomethyl-3-trifluoromethyl-benzene (0.0491 g, 0.205 mmol) and sodium azide (0.0222 g, 0.342 mmol) were combined in DMSO and stirred at room temperature for 2 hours. Then, 1-[5-(4-bromo-phenyl)-3-methyl-isoxazol-4-yl]-prop-2-yn-1-ol (0.500 g, 0.171 mmol), copper(II)sulfate pentahydrate (0.0043 g, 0.017 mmol) and sodium ascorbate (0.0034 g, 0.017 mmol) were added and the reaction stirred at room temperature for 2 days. The reaction was submitted to standard aqueous workup and purified on sili... Reactants: B(OC1=CC=C(C=C1)OCCOCC)([O-])[O-] (4-(2-ethoxyethoxy)phenyl borate), BrC=1C=CC2=C(C=C(CCN2C)C(=O)NC2=CC=C(C=C2)CN(C2CCOCC2)C)C1 (7-bromo-1-methyl-N-[4-[[N-methyl-N-(tetrahydro-2H-pyran-4-yl)amino]methyl]phenyl]-2,3-dihydro-1H-1-benzazepine-4-carboxamide), C([O-])([O-])=O.[K+].[K+] (potassium carbonate). Reagents/catalysts: C=1C=CC(=CC1)[P](C=2C=CC=CC2)(C=3C=CC=CC3)[Pd]([P](C=4C=CC=CC4)(C=5C=CC=CC5)C=6C=CC=CC6)([P](C=7C=CC=CC7)(C=8C=CC=CC8)C=9C=CC=CC9)[P](C=1C=CC=CC1)(C=1C=CC=CC1)C=1C=CC=CC1 (tetrakistriphenylphosphinepalladium). Solvent: O.C(C)O.C1(=CC=CC=C1)C (water ethanol toluene), C(C)(=O)OCC (ethyl acetate). Reaction conditions: time 30 minute. Product: C(C)OCCOC1=CC=C(C=C1)C=1C=CC2=C(C=C(CCN2C)C(=O)NC2=CC=C(C=C2)CN(C2CCOCC2)C)C1 (7-[4-(2-ethoxyethoxy)phenyl]-1-methyl-N-[4-[[N-methyl-N-(tetrahydro-2H-pyran-4-yl)amino]methyl]phenyl]-2,3-dihydro-1H-1-benzazepine-4-carboxamide). Yield: 40.3%. RXN SMILES: B([O-])([O-])O[C:3]1[CH:8]=[CH:7][C:6]([O:9][CH2:10][CH2:11][O:12][CH2:13][CH3:14])=[CH:5][CH:4]=1.Br[C:18]1[CH:19]=[CH:20][C:21]2[N:27]([CH3:28])[CH2:26][CH2:25][C:24]([C:29]([NH:31][C:32]3[CH:37]=[CH:36][C:35]([CH2:38][N:39]([CH3:46])[CH:40]4[CH2:45][CH2:44][O:43][CH2:42][CH2:41]4)=[CH:34][CH:33]=3)=[O:30])=[CH:23][C:22]=2[CH:47]=1.C(=O)([O-])[O-].[K+].[K+]>O.C(O)C.C1(C)C=CC=CC=1.C(OCC)(=O)C.C1C=CC([P]([Pd]([P](C2C=CC=CC=2)(C2C=CC=CC=2)C2C=CC=CC=2)([P](C2C=CC=CC=2)(C2C=CC=CC=2)C2C=CC=CC=2)[P](C2C=CC=CC=2)(C2C=CC=CC=2)C2C=CC=CC=2)(C2C=CC=CC=2)C2C=CC=CC=2)=CC=1>[CH2:13]([O:12][CH2:11][CH2:10][O:9][C:6]1[CH:7]=[CH:8][C:3]([C:18]2[CH:19]=[CH:20][C:21]3[N:27]([CH3:28])[CH2:26][CH2:25][C:24]([C:29]([NH:31][C:32]4[CH:33]=[CH:34][C:35]([CH2:38][N:39]([CH3:46])[CH:40]5[CH2:45][CH2:44][O:43][CH2:42][CH2:41]5)=[CH:36][CH:37]=4)=[O:30])=[CH:23][C:22]=3[CH:47]=2)=[CH:4][CH:5]=1)[CH3:14] |f:2.3.4,5.6.7,^1:74,76,95,114|. Procedure: In a mixture of water:ethanol:toluene (1:1:10, v/v, 18.0 ml) were dissolved 4-(2-ethoxyethoxy)phenyl borate (315 mg) and 7-bromo-1-methyl-N-[4-[[N-methyl-N-(tetrahydro-2H-pyran-4-yl)amino]methyl]phenyl]-2,3-dihydro-1H-1-benzazepine-4-carboxamide (485 mg). To the solution was added potassium carbonate (332 mg), and the mixture was stirred under argon atmosphere at room temperature for 30 minutes. To the mixture was added tetrakistriphenylphosphinepalladium (46 mg), and the mixture was heated to r...